From a dataset of the Open Reaction Database (ORD), a public repository of structured organic reaction records. describe an organic reaction: reactants, conditions, products, and yield The reactants are C(C=C)N(C(CCl)=O)CC(OCC)OCC (N-Allyl-N-(2,2-diethoxyethyl)-α-chloroacetamide), C([O-])([O-])=O.[Na+].[Na+] (sodium carbonate), butandiol-1,4, C=1(C(=CC=CC1)S(=O)(=O)O)C (toluenesulfonic acid). The solvent is C(C)O (ethanol). Yields the product C(C=C)N(C(CCl)=O)CC1OCCCCO1 (N-allyl-N-(1,3-dioxepan-2-ylmethyl)-α-chloroacetamide). Reaction SMILES: [CH2:1]([N:4]([CH2:9][CH:10]([O:14][CH2:15][CH3:16])[O:11][CH2:12][CH3:13])[C:5](=[O:8])[CH2:6][Cl:7])[CH:2]=[CH2:3].C1(C)C(S(O)(=O)=O)=CC=CC=1.C(=O)([O-])[O-].[Na+].[Na+]>C(O)C>[CH2:1]([N:4]([CH2:9][CH:10]1[O:11][CH2:12][CH2:13][CH2:16][CH2:15][O:14]1)[C:5](=[O:8])[CH2:6][Cl:7])[CH:2]=[CH2:3] |f:2.3.4|. Procedure details: N-Allyl-N-(2,2-diethoxyethyl)-α-chloroacetamide (10 grams), butandiol-1,4 (3 ml) and trace amounts of toluenesulfonic acid are charged into a glass reaction vessel equipped with a mechanical stirrer, thermometer and reflux condenser. The reaction mixture is heated until no more ethanol is given off. After this time sodium carbonate (1 gram) is added to the mixture with stirring and the resulting mixture is distilled to yield the desired product N-allyl-N-(1,3-dioxepan-2-ylmethyl)-α-chloroacetami...